Dataset: the Open Reaction Database (ORD), a public repository of structured organic reaction records. Task: describe an organic reaction: reactants, conditions, products, and yield The reactants are B(OC)(OC)OC (trimethyl borate), N (ammonia), C(CCC)[Li] (butyllithium), CN(CCN(C)C)C (N,N,N',N'-tetramethylethylenediamine), FC(C=1C=C(C=CC1)OC)(F)F (3-trifluoromethylanisole). Run in CCCCCC (hexane). Reaction conditions: temperature -78 celsius. Yields the product COC1=C(C(=CC=C1)C(F)(F)F)O (2-Methoxy-6-trifluoromethylphenol). As a reaction SMILES: C([Li])CCC.CN(C)CCN(C)C.[F:14][C:15]([F:25])([F:24])[C:16]1[CH:17]=[C:18]([O:22][CH3:23])[CH:19]=[CH:20][CH:21]=1.B(OC)(OC)[O:27]C.N>CCCCCC>[CH3:23][O:22][C:18]1[CH:19]=[CH:20][CH:21]=[C:16]([C:15]([F:24])([F:25])[F:14])[C:17]=1[OH:27]. Reported procedure: A solution containing 160 ml of 1.6 molar butyllithium in hexane, 300 ml oftetrahydrofuran and 40 ml of N,N,N',N'-tetramethylethylenediamine was cooled to -78° C. and 43.3 g of 3-trifluoromethylanisole was added with stirring under nitrogen atmosphere. The solution was allowed to warm up to room temperature and cooled then again to -78° C. after which35 ml of trimethyl borate was added. The solution was warmed up to 20° C. and 50 ml of conc. ammonia solution was added. The solvents were evaporat...